This data is from the Open Reaction Database (ORD), a public repository of structured organic reaction records. The task is: describe an organic reaction: reactants, conditions, products, and yield Reactants: SeO2, FC1=CC=C(C=C1)C(CC1=CC=C(C=C1)F)=O (1,2-bis(4-fluorophenyl)ethanone), CS(=O)C (DMSO). Reaction conditions: temperature 100 celsius, time 2 hour. The product is FC1=CC=C(C=C1)C(C(=O)C1=CC=C(C=C1)F)=O (1,2-bis(4-fluorophenyl)ethane-1,2-dione). RXN SMILES: [F:1][C:2]1[CH:7]=[CH:6][C:5]([C:8](=[O:17])[CH2:9][C:10]2[CH:15]=[CH:14][C:13]([F:16])=[CH:12][CH:11]=2)=[CH:4][CH:3]=1.CS(C)=[O:20]>>[F:1][C:2]1[CH:7]=[CH:6][C:5]([C:8](=[O:17])[C:9]([C:10]2[CH:15]=[CH:14][C:13]([F:16])=[CH:12][CH:11]=2)=[O:20])=[CH:4][CH:3]=1. Procedure details: SeO2 (191 mg, 1.72 mmol, 4.00 equiv) was added in batches to a solution of 1,2-bis(4-fluorophenyl)ethanone (100 mg, 0.43 mmol, 1.00 equiv) in DMSO (4.5 mL). The resulting solution was allowed to react, with stirring, for 2 hrs while the temperature was maintained at 100° C. in an oil bath. The solids were filtered out and discarded. The reactants are FC1=C(C=CC(=C1C(C1=CNC2=NC=CN=C21)O)F)NS(=O)(=O)CCC (propane-1-sulfonic acid 2,4-difluoro-3-[hydroxy-(5H-pyrrolo[2,3-b]pyrazin-7-yl)-methyl]-phenyl-amide), CC(=O)OI1(C=2C=CC=CC2C(=O)O1)(OC(=O)C)OC(=O)C (Dess-Martin periodinane). Solvent: O1CCCC1 (tetrahydrofuran). Run at time 15 minute. The product is FC1=C(C=CC(=C1C(=O)C1=CNC2=NC=CN=C21)F)NS(=O)(=O)CCC (propane-1-sulfonic acid [2,4-difluoro-3-(5H-pyrrolo[2,3-b]pyrazine-7-carbonyl)-phenyl]-amide). Yield: 77.8%. RXN SMILES: [F:1][C:2]1[C:7]([CH:8]([OH:18])[C:9]2[C:17]3[C:12](=[N:13][CH:14]=[CH:15][N:16]=3)[NH:11][CH:10]=2)=[C:6]([F:19])[CH:5]=[CH:4][C:3]=1[NH:20][S:21]([CH2:24][CH2:25][CH3:26])(=[O:23])=[O:22].CC(OI1(OC(C)=O)(OC(C)=O)OC(=O)C2C=CC=CC1=2)=O>O1CCCC1>[F:1][C:2]1[C:7]([C:8]([C:9]2[C:17]3[C:12](=[N:13][CH:14]=[CH:15][N:16]=3)[NH:11][CH:10]=2)=[O:18])=[C:6]([F:19])[CH:5]=[CH:4][C:3]=1[NH:20][S:21]([CH2:24][CH2:25][CH3:26])(=[O:23])=[O:22]. Procedure details: To propane-1-sulfonic acid 2,4-difluoro-3-[hydroxy-(5H-pyrrolo[2,3-b]pyrazin-7-yl)-methyl]-phenyl-amide (9, 0.243 g, 0.635 mmol), 15 mL of tetrahydrofuran was added, followed by Dess-Martin periodinane (0.270 g, 0.635 mmol). The reaction was allowed to stir at room temperature for 15 minutes, then extracted with ethyl acetate and 5:1 saturated sodium bicarbonate:saturated sodium thiosulfate. The organic layer was dried with anhydrous magnesium sulfate, filtered, and the filtrate concentrated und... The reactants are C1COCCN1, C=Cc1cc(OC)c([N+](=O)[O-])cc1F, CC(C)O. The product is COc1cc(CCN2CCOCC2)c(F)cc1[N+](=O)[O-]. Reaction SMILES: [CH2:15]1[CH2:16][O:17][CH2:18][CH2:19][NH:20]1.[CH3:1][O:2][c:3]1[c:4]([N+:12](=[O:13])[O-:14])[cH:5][c:6]([F:11])[c:7]([CH:9]=[CH2:10])[cH:8]1.[CH:21]([OH:22])([CH3:23])[CH3:24]>>[CH3:1][O:2][c:3]1[c:4]([N+:12](=[O:13])[O-:14])[cH:5][c:6]([F:11])[c:7]([CH2:9][CH2:10][N:20]2[CH2:15][CH2:16][O:17][CH2:18][CH2:19]2)[cH:8]1. Reactants: COC=CC#N, Cl, [H-], NC=CC(=O)C(F)(F)F, [Na+], O. Yields the product N#CC=CNC=CC(=O)C(F)(F)F. RXN SMILES: [CH3:12][O:13][CH:14]=[CH:15][C:16]#[N:17].[ClH:18].[H-:1].[NH2:3][CH:4]=[CH:5][C:6]([C:7]([F:8])([F:9])[F:10])=[O:11].[Na+:2].[OH2:19]>>[NH:3]([CH:4]=[CH:5][C:6]([C:7]([F:8])([F:9])[F:10])=[O:11])[CH:14]=[CH:15][C:16]#[N:17]. The reactants are Cl.C(C)(=O)SC1/C(/CNCC1)=C/C1=CC=CC=C1 ((E)-4-(acetylsulfanyl)-3-benzylidene-piperidine hydrochloride), BrC(C(=O)C1CC1)C1=C(C=CC=C1)F (2-bromo-2-(2-fluorophenyl)-1-cyclopropylethanone), C([O-])([O-])=O.[K+].[K+] (potassium carbonate). Solvent: C(C)(=O)OCC (ethyl acetate), CN(C=O)C (N,N-dimethylformamide). Conditions: time 2 hour. The product is C(C)(=O)SC1/C(/CN(CC1)C(C(=O)C1CC1)C1=C(C=CC=C1)F)=C/C1=CC=CC=C1 ((E)-4-(Acetylsulfanyl)-3-benzylidene-1-[2-cyclopropyl-1-(2-fluorophenyl)-2-oxoethyl]piperidine). Isolated yield 68.0%. As a reaction SMILES: Cl.[C:2]([S:5][CH:6]1[CH2:11][CH2:10][NH:9][CH2:8]/[C:7]/1=[CH:12]\[C:13]1[CH:18]=[CH:17][CH:16]=[CH:15][CH:14]=1)(=[O:4])[CH3:3].Br[CH:20]([C:26]1[CH:31]=[CH:30][CH:29]=[CH:28][C:27]=1[F:32])[C:21]([CH:23]1[CH2:25][CH2:24]1)=[O:22].C(=O)([O-])[O-].[K+].[K+]>CN(C)C=O.C(OCC)(=O)C>[C:2]([S:5][CH:6]1[CH2:11][CH2:10][N:9]([CH:20]([C:26]2[CH:31]=[CH:30][CH:29]=[CH:28][C:27]=2[F:32])[C:21]([CH:23]2[CH2:24][CH2:25]2)=[O:22])[CH2:8]/[C:7]/1=[CH:12]\[C:13]1[CH:14]=[CH:15][CH:16]=[CH:17][CH:18]=1)(=[O:4])[CH3:3] |f:0.1,3.4.5|. Procedure: To a solution of (E)-4-(acetylsulfanyl)-3-benzylidene-piperidine hydrochloride and 2-bromo-2-(2-fluorophenyl)-1-cyclopropylethanone (713 mg) in N,N-dimethylformamide (10 ml) was added potassium carbonate (256 mg) under ice-cooling, and the resulting mixture was stirred at room temperature for 2 hours. The reaction mixture was diluted with ethyl acetate and washed with saturated aqueous sodium chloride solution. The organic layer was dried over anhydrous sodium sulfate. The solvent was removed in... The reactants are FC(S(=O)(=O)OC1=C(C2=CC=CC=C2C=C1)C1=C(C=CC2=CC=CC=C12)OS(=O)(=O)C(F)(F)F)(F)F (2,2'-bis(trifluoromethanesulfonyloxy)-1,1'-binaphthyl), [PH3]=O (phosphine oxide). The reagents and catalysts are [Pd] (palladium). Product: [PH2](=O)C1=C(C2=CC=CC=C2C=C1)C1=C(C=CC2=CC=CC=C12)OS(=O)(=O)C(F)(F)F (2-phosphinyl-2'-trifluoromethanesulfonyloxy-1,1'-binaphthyl). As a reaction SMILES: [F:1][C:2]([F:36])([F:35])[S:3]([O:6][C:7]1[CH:16]=[CH:15][C:14]2[C:9](=[CH:10][CH:11]=[CH:12][CH:13]=2)[C:8]=1[C:17]1[C:26]2[C:21](=[CH:22][CH:23]=[CH:24][CH:25]=2)[CH:20]=[CH:19][C:18]=1OS(C(F)(F)F)(=O)=O)(=[O:5])=[O:4].[PH3:37]=[O:38]>[Pd]>[PH2:37]([C:18]1[CH:19]=[CH:20][C:21]2[C:26](=[CH:25][CH:24]=[CH:23][CH:22]=2)[C:17]=1[C:8]1[C:9]2[C:14](=[CH:13][CH:12]=[CH:11][CH:10]=2)[CH:15]=[CH:16][C:7]=1[O:6][S:3]([C:2]([F:1])([F:36])[F:35])(=[O:4])=[O:5])=[O:38]. Reported procedure: More specifically, following Tetrahedron Letters, 31, 6321-6324 (1990), trifluoromethanesulfonic anhydride (4) is reacted with 1,1-bi-2-naphthol (3) to form 2,2'-bis(trifluoromethanesulfonyloxy)-1,1'-binaphthyl (5). This compound (5) is reacted with phosphine oxide (6) in the presence of a palladium catalyst to form 2-phosphinyl-2'-trifluoromethanesulfonyloxy-1,1'-binaphthyl (7). Compound (7) is then reduced in the presence of triethylamine, followed by hydrolysis of the reduction product to for... The reactants are FC(F)(F)c1ccc(C(=CCBr)c2ccc(C(F)(F)F)cc2)cc1, [Li]CCCC, Cc1ccccc1, CO, ClCCl, O, OCCO. Yields the product OCCOCC=C(c1ccc(C(F)(F)F)cc1)c1ccc(C(F)(F)F)cc1. As a reaction SMILES: [Br:10][CH2:11][CH:12]=[C:13]([c:14]1[cH:15][cH:16][c:17]([C:20]([F:21])([F:22])[F:23])[cH:18][cH:19]1)[c:24]1[cH:25][cH:26][c:27]([C:30]([F:31])([F:32])[F:33])[cH:28][cH:29]1.[CH2:1]([Li:2])[CH2:3][CH2:4][CH3:5].[CH3:35][c:36]1[cH:37][cH:38][cH:39][cH:40][cH:41]1.[CH3:45][OH:46].[Cl:42][CH2:43][Cl:44].[OH2:34].[OH:6][CH2:7][CH2:8][OH:9]>>[O:6]([CH2:7][CH2:8][OH:9])[CH2:11][CH:12]=[C:13]([c:14]1[cH:15][cH:16][c:17]([C:20]([F:21])([F:22])[F:23])[cH:18][cH:19]1)[c:24]1[cH:25][cH:26][c:27]([C:30]([F:31])([F:32])[F:33])[cH:28][cH:29]1. Reactants: O.O.O.O.O.O.[Ni](Cl)Cl (nickel (II) chloride hexahydrate), C(CCC)P(CCCC)CCCC (tri-n-butylphosphine). Yields the product complex, Cl[Ni]Cl.C(CCC)P(CCCC)CCCC.C(CCC)P(CCCC)CCCC (bis(tri-n-butylphosphine) dichloronickel). As a reaction SMILES: O.O.O.O.O.O.[Ni:7]([Cl:9])[Cl:8].[CH2:10]([P:14]([CH2:19][CH2:20][CH2:21][CH3:22])[CH2:15][CH2:16][CH2:17][CH3:18])[CH2:11][CH2:12][CH3:13]>>[Cl:8][Ni:7][Cl:9].[CH2:19]([P:14]([CH2:10][CH2:11][CH2:12][CH3:13])[CH2:15][CH2:16][CH2:17][CH3:18])[CH2:20][CH2:21][CH3:22].[CH2:19]([P:14]([CH2:10][CH2:11][CH2:12][CH3:13])[CH2:15][CH2:16][CH2:17][CH3:18])[CH2:20][CH2:21][CH3:22] |f:0.1.2.3.4.5.6,8.9.10|. Procedure: In a continuous plant, nickel (II) chloride hexahydrate at a rate of 261.6 kg/hr is mixed with tri-n-butylphosphine at a rate of 404.6 kg/hr in a reactor operated at about 27° C. to yield 534.3 kg/hr of the complex bis(tri-n-butylphosphine) dichloronickel. To dilute the complex and reduce water solubility in the organic phase, 1243.6 kg/hr of n-pentane is recycled from the drying column to the reactor. Average residence time in the reactor is ten minutes. Complex dissolved in n-pentane is phase ... Solvent: C(C)#N (acetonitrile), C(C)#N (acetonitrile). Procedure: 0.6 g (0.002 mol) 4f are taken up in 20 mL acetonitrile and reacted with 1.14 g (0.006 mol) of 50% methyl bromide solution in acetonitrile analogously to step 1.3. Yield: 0.44 g beige crystals (45% of theoretical yield); melting point: 227° C.-228° C.; elemental analysis: calculated: C (58.55), H (4.91), N (2.84); found: C (57.19), H (5.11), N (2.86). RXN SMILES: [C@@:1]12([OH:10])[N:8]([CH3:9])[C@@H:5]([CH2:6][CH2:7]1)[CH2:4][CH:3]=[CH:2]2.[F:11][CH:12]([F:30])[C:13]1([C:27]([OH:29])=[O:28])[C:26]2[CH:25]=[CH:24][CH:23]=[CH:22][C:21]=2[O:20][C:19]2[C:14]1=[CH:15][CH:16]=[CH:17][CH:18]=2.CBr>C(#N)C>[C@@:1]12([OH:10])[N:8]([CH3:9])[C@@H:5]([CH2:6][CH2:7]1)[CH2:4][CH:3]=[CH:2]2.[F:30][CH:12]([F:11])[C:13]1([C:27]([O-:29])=[O:28])[C:26]2[CH:25]=[CH:24][CH:23]=[CH:22][C:21]=2[O:20][C:19]2[C:14]1=[CH:15][CH:16]=[CH:17][CH:18]=2 |f:0.1,4.5|. Yields the product [C@@]12(C=CC[C@H](CC1)N2C)O.FC(C1(C2=CC=CC=C2OC=2C=CC=CC12)C(=O)[O-])F (tropenol 9-difluoromethyl-xanthene-9-carboxylate). Starting materials: CBr (methyl bromide), [C@@]12(C=CC[C@H](CC1)N2C)O.FC(C2(C1=CC=CC=C1OC=1C=CC=CC21)C(=O)O)F (9-difluoromethylxanthene-9-carboxylate tropenol), ( 58.55 ), ( 4.91 ), ( 5.11 ), ( 2.86 ), ( 57.19 ), beige crystals, ( 2.84 ).